Dataset: the Open Reaction Database (ORD), a public repository of structured organic reaction records. Task: describe an organic reaction: reactants, conditions, products, and yield Reactants: Cl, C1COCCO1, O=C(OCc1ccccc1)N1CCCC(c2ncc[nH]2)C1. Product: Cl, c1c[nH]c(C2CCCNC2)n1. Reaction SMILES: [ClH:22].[O:23]1[CH2:24][CH2:25][O:26][CH2:27][CH2:28]1.[nH:1]1[c:2]([CH:6]2[CH2:7][N:8]([C:12]([O:13][CH2:14][c:15]3[cH:16][cH:17][cH:18][cH:19][cH:20]3)=[O:21])[CH2:9][CH2:10][CH2:11]2)[n:3][cH:4][cH:5]1>>[ClH:22].[nH:1]1[c:2]([CH:6]2[CH2:7][NH:8][CH2:9][CH2:10][CH2:11]2)[n:3][cH:4][cH:5]1. The reactants are N1CCC(CC1)=O (4-piperidone), ClCCCOC1=CC=CC=C1 (1-chloro-3-phenoxypropane). The product is O(C1=CC=CC=C1)CCCN1CCC(CC1)=O (1-(3-Phenoxypropyl)-4-piperidone). Reaction SMILES: [NH:1]1[CH2:6][CH2:5][C:4](=[O:7])[CH2:3][CH2:2]1.Cl[CH2:9][CH2:10][CH2:11][O:12][C:13]1[CH:18]=[CH:17][CH:16]=[CH:15][CH:14]=1>>[O:12]([CH2:11][CH2:10][CH2:9][N:1]1[CH2:6][CH2:5][C:4](=[O:7])[CH2:3][CH2:2]1)[C:13]1[CH:18]=[CH:17][CH:16]=[CH:15][CH:14]=1. Procedure details: 1-(3-Phenoxypropyl)-4-piperidone is prepared from 4-piperidone and 1-chloro-3-phenoxypropane essentially as described above in Example 38, Scheme C, step a. Starting materials: CCOC(=O)C(C)c1ccc(Br)cc1, Cc1noc(-c2ccc(B3OC(C)(C)C(C)(C)O3)cc2)c1NC(=O)OC(C)c1ccccc1F, Cl[Pd]Cl, c1ccc(P(c2ccccc2)c2ccccc2)cc1, c1ccc(P(c2ccccc2)c2ccccc2)cc1. Product: CCOC(=O)C(C)c1ccc(-c2ccc(-c3onc(C)c3NC(=O)OC(C)c3ccccc3F)cc2)cc1. Reaction SMILES: [CH2:35]([CH3:36])[O:37][C:38]([CH:39]([CH3:40])[c:41]1[cH:42][cH:43][c:44]([Br:47])[cH:45][cH:46]1)=[O:48].[F:1][c:2]1[c:3]([CH:8]([CH3:9])[O:10][C:11]([NH:12][c:13]2[c:14]([CH3:33])[n:15][o:16][c:17]2-[c:18]2[cH:19][cH:20][c:21]([B:24]3[O:25][C:26]([CH3:27])([CH3:28])[C:29]([CH3:30])([CH3:31])[O:32]3)[cH:22][cH:23]2)=[O:34])[cH:4][cH:5][cH:6][cH:7]1.[Pd:49]([Cl:50])[Cl:51].[c:52]1([P:53]([c:54]2[cH:55][cH:56][cH:57][cH:58][cH:59]2)[c:60]2[cH:61][cH:62][cH:63][cH:64][cH:65]2)[cH:66][cH:67][cH:68][cH:69][cH:70]1.[c:71]1([P:72]([c:73]2[cH:74][cH:75][cH:76][cH:77][cH:78]2)[c:79]2[cH:80][cH:81][cH:82][cH:83][cH:84]2)[cH:85][cH:86][cH:87][cH:88][cH:89]1>>[F:1][c:2]1[c:3]([CH:8]([CH3:9])[O:10][C:11]([NH:12][c:13]2[c:14]([CH3:33])[n:15][o:16][c:17]2-[c:18]2[cH:19][cH:20][c:21](-[c:44]3[cH:43][cH:42][c:41]([CH:39]([C:38]([O:37][CH2:35][CH3:36])=[O:48])[CH3:40])[cH:46][cH:45]3)[cH:22][cH:23]2)=[O:34])[cH:4][cH:5][cH:6][cH:7]1. Starting materials: [Al+3], C1CCOC1, CCOC(=O)c1cn(Cc2ccc(OC)cc2)nn1, [H-], [H-], [H-], [H-], [Li+], [Na+], [Na+], O, O, O, O, O, O, O, O, O, O, O=S(=O)([O-])[O-]. The product is COc1ccc(Cn2cc(CO)nn2)cc1. As a reaction SMILES: [Al+3:2].[CH2:43]1[O:44][CH2:45][CH2:46][CH2:47]1.[CH3:7][O:8][c:9]1[cH:10][cH:11][c:12]([CH2:13][n:14]2[n:15][n:16][c:17]([C:19](=[O:20])[O:21][CH2:22][CH3:23])[cH:18]2)[cH:24][cH:25]1.[H-:1].[H-:4].[H-:5].[H-:6].[Li+:3].[Na+:41].[Na+:42].[OH2:26].[OH2:27].[OH2:28].[OH2:29].[OH2:30].[OH2:31].[OH2:32].[OH2:33].[OH2:34].[OH2:35].[S:36]([O-:37])([O-:38])(=[O:39])=[O:40]>>[CH3:7][O:8][c:9]1[cH:10][cH:11][c:12]([CH2:13][n:14]2[n:15][n:16][c:17]([CH2:19][OH:20])[cH:18]2)[cH:24][cH:25]1. Starting materials: CCN=C=NCCCN(C)C (EDCI), CN(C1=C2C(=NC=N1)NN=C2)[C@H]2CNCCC2 ((R)—N-methyl-N-(piperidin-3-yl)-1H-pyrazolo[3,4-d]pyrimidin-4-amine), CCN(C(C)C)C(C)C (DIEA), ClC=1C=C(C=C(C1)Cl)NCC(=O)O (2-(3,5-dichlorophenylamino)acetic acid), C=1C=CC2=C(C1)N=NN2O (HOBt). Run in CCOC(=O)C (EtOAc), CN(C)C=O (DMF). Reaction conditions: time 10 minute. Yields the product ClC=1C=C(C=C(C1)Cl)NCC(=O)N1C[C@@H](CCC1)N(C1=C2C(=NC=N1)NN=C2)C ((R)-2-(3,5-dichlorophenylamino)-1-(3-(methyl(1H-pyrazolo[3,4-d]pyrimidin-4-yl)amino)piperidin-1-yl)ethanone). Yield: 15.0%. RXN SMILES: [Cl:1][C:2]1[CH:3]=[C:4]([NH:9][CH2:10][C:11]([OH:13])=O)[CH:5]=[C:6]([Cl:8])[CH:7]=1.C1C=CC2N(O)N=NC=2C=1.CCN=C=NCCCN(C)C.[CH3:35][N:36]([C@@H:46]1[CH2:51][CH2:50][CH2:49][NH:48][CH2:47]1)[C:37]1[N:42]=[CH:41][N:40]=[C:39]2[NH:43][N:44]=[CH:45][C:38]=12.CCN(C(C)C)C(C)C>CN(C=O)C.CCOC(C)=O>[Cl:8][C:6]1[CH:5]=[C:4]([NH:9][CH2:10][C:11]([N:48]2[CH2:49][CH2:50][CH2:51][C@@H:46]([N:36]([CH3:35])[C:37]3[N:42]=[CH:41][N:40]=[C:39]4[NH:43][N:44]=[CH:45][C:38]=34)[CH2:47]2)=[O:13])[CH:3]=[C:2]([Cl:1])[CH:7]=1. Procedure details: To a solution of 2-(3,5-dichlorophenylamino)acetic acid (170 mg, 0.77 mmol) in DMF (5 mL) was added HOBt (156 mg, 1.16 mmol) at 0° C. and the reaction mixture was stirred for 10 min, followed by the addition of EDCI (222 mg, 1.16 mmol), (R)—N-methyl-N-(piperidin-3-yl)-1H-pyrazolo[3,4-d]pyrimidin-4-amine (180 mg, 0.77 mmol) and DIEA (150 mg, 1.16 mmol). The reaction mixture was allowed to warm to rt and was stirred overnight, diluted with EtOAc (50 mL) and washed with water (3×20 mL). The EtOAc l... The reactants are C(C1=CC=CC=C1)OCN1N=C(C2=CC(=CC=C12)Br)C (1-Benzyloxymethyl-5-bromo-3-methyl-indazole), B(OC(C)C)(OC(C)C)OC(C)C (triisopropyl borate), C(CCC)[Li] (butyl lithium), B(OC(C)C)(OC(C)C)OC(C)C (triisopropyl borate), C(CCC)[Li] (butyl lithium). Run in C1(=CC=CC=C1)C.C1CCOC1 (toluene THF). Reaction conditions: temperature -78 celsius, time 20 minute. Yields the product C(C1=CC=CC=C1)OCN1N=C(C2=CC(=CC=C12)B(O)O)C (1-Benzyloxymethyl-3-methyl-5-indazole boronic acid). Isolated yield 72.8%. As a reaction SMILES: [CH2:1]([O:8][CH2:9][N:10]1[C:18]2[C:13](=[CH:14][C:15](Br)=[CH:16][CH:17]=2)[C:12]([CH3:20])=[N:11]1)[C:2]1[CH:7]=[CH:6][CH:5]=[CH:4][CH:3]=1.[B:21](OC(C)C)([O:26]C(C)C)[O:22]C(C)C.C([Li])CCC>C1(C)C=CC=CC=1.C1COCC1>[CH2:1]([O:8][CH2:9][N:10]1[C:18]2[C:13](=[CH:14][C:15]([B:21]([OH:26])[OH:22])=[CH:16][CH:17]=2)[C:12]([CH3:20])=[N:11]1)[C:2]1[CH:7]=[CH:6][CH:5]=[CH:4][CH:3]=1 |f:3.4|. Procedure: To a −78° C. stirred solution of the compound from step A (0.72 g, 2.18 mmol) in anhydrous toluene/THF (5 mL/3 mL) under nitrogen was added triisopropyl borate (0.53 g, 2.83 mmol) and then butyl lithium (2.5 M in hexanes, 1.22 mL, 3.05 mmol) slowly over about 10 min. After 10 min the dry ice bath was removed and stirring was continued for 20 min. The mixture was cooled at −78° C. and triisopropyl borate (0.32 g, 1.71 mmol) and butyl lithium (2.5 M in hexanes, 0.85 mL, 2.14 mmol) were added. The ... The reactants are ClC(Cl)Cl, Cl, [N-]=[N+]=Nc1nc(N=[N+]=[N-])nc(NNc2nc(N=[N+]=[N-])nc(N=[N+]=[N-])n2)n1, O. The product is [N-]=[N+]=Nc1nc(N=Nc2nc(N=[N+]=[N-])nc(N=[N+]=[N-])n2)nc(N=[N+]=[N-])n1. RXN SMILES: [Cl:27][CH:28]([Cl:29])[Cl:30].[Cl:31].[N:1](=[N+:2]=[N-:3])[c:4]1[n:5][c:6]([NH:13][NH:14][c:15]2[n:16][c:17]([N:24]=[N+:25]=[N-:26])[n:18][c:19]([N:21]=[N+:22]=[N-:23])[n:20]2)[n:7][c:8]([N:10]=[N+:11]=[N-:12])[n:9]1.[OH2:32]>>[N:1](=[N+:2]=[N-:3])[c:4]1[n:5][c:6]([N:13]=[N:14][c:15]2[n:16][c:17]([N:24]=[N+:25]=[N-:26])[n:18][c:19]([N:21]=[N+:22]=[N-:23])[n:20]2)[n:7][c:8]([N:10]=[N+:11]=[N-:12])[n:9]1.